Task: describe an organic reaction: reactants, conditions, products, and yield. Dataset: the Open Reaction Database (ORD), a public repository of structured organic reaction records Starting materials: C1(C=2C(C(N1)=O)=CC=CC2)=O (phthalimide), CC(C=C)=O (3-buten-2-one), [O-]CC.[Na+] (sodium ethoxide). Reaction conditions: time 2 hour. Procedure details: To a well-stirred milky suspension of phthalimide (60.0 g, 408.0 mmol, 1.00 eq.) and 3-buten-2-one (33.2 mL, 408.0 mmol, 1.00 eq.) in anhydrous ethyl acetate (400 mL) under N2, a freshly prepared yellow homogeneous solution of sodium ethoxide (1.4 g, 20.4 mmol, 0.05 eq.) in anhydrous ethanol (100 mL) was added dropwise (over 35 min.). After completion of the addition, the resulting slightly yellow heterogeneous mixture was further stirred at r.t. for 2 hours. The beige heterogeneous mixture was ... Yields the product O=C(CCN1C(C2=CC=CC=C2C1=O)=O)C (2-(3-oxo-butyl)-isoindole-1,3-dione). Run in C(C)(=O)OCC (ethyl acetate), C(C)O (ethanol). As a reaction SMILES: [C:1]1(=[O:11])[NH:5][C:4](=[O:6])[C:3]2=[CH:7][CH:8]=[CH:9][CH:10]=[C:2]12.[CH3:12][C:13](=[O:16])[CH:14]=[CH2:15].[O-]CC.[Na+]>C(OCC)(=O)C.C(O)C>[O:16]=[C:13]([CH3:12])[CH2:14][CH2:15][N:5]1[C:1](=[O:11])[C:2]2[C:3](=[CH:7][CH:8]=[CH:9][CH:10]=2)[C:4]1=[O:6] |f:2.3|. The reactants are NC1=C(C=CC(=C1)S)[N+](=O)[O-] (2-amino-4-mercapto-1-nitrobenzene), cuprous oxide, BrC1=CSC=C1 (3-bromothiophene), CN(C=O)C (dimethylformamide), [H-].[Na+] (sodium hydride). Solvent: O (water). Run at time 1 hour. The product is NC1=C(C=CC(=C1)SC1=CSC=C1)[N+](=O)[O-] (2-amino-4-(3-thienylthio)-1-nitrobenzene). As a reaction SMILES: [NH2:1][C:2]1[CH:7]=[C:6]([SH:8])[CH:5]=[CH:4][C:3]=1[N+:9]([O-:11])=[O:10].CN(C)C=O.[H-].[Na+].Br[C:20]1[CH:24]=[CH:23][S:22][CH:21]=1>O>[NH2:1][C:2]1[CH:7]=[C:6]([S:8][C:20]2[CH:24]=[CH:23][S:22][CH:21]=2)[CH:5]=[CH:4][C:3]=1[N+:9]([O-:11])=[O:10] |f:2.3|. Procedure details: 3.4 G. of 2-amino-4-mercapto-1-nitrobenzene is dissolved in 40 ml. of dimethylformamide under nitrogen and treated at 20°-25° C with 0.5 g. of 100% sodium hydride. After 1 hour, 2.8 g. of cuprous oxide and 4.0 g. of 3-bromothiophene are added. The mixture is heated in an oil bath for 5 hours at 140°-150° C, cooled, diluted with water, and extracted with chloroform. The chloroform solution is passed through a silica gel column and the eluate evaporated to yield 2-amino-4-(3-thienylthio)-1-nitrobe... The reactants are CCOC(=O)c1c[nH]c(C#N)c1-c1ccc(NC(=O)OC(C)(C)C)c(F)c1, [H-], NOP(=O)(c1ccccc1)c1ccccc1, [Na+], CN(C)C=O. The product is CCOC(=O)c1cn(N)c(C#N)c1-c1ccc(NC(=O)OC(C)(C)C)c(F)c1. RXN SMILES: [C:3]([CH3:4])([CH3:5])([CH3:6])[O:7][C:8](=[O:9])[NH:10][c:11]1[c:12]([F:29])[cH:13][c:14](-[c:17]2[c:18]([C:24](=[O:25])[O:26][CH2:27][CH3:28])[cH:19][nH:20][c:21]2[C:22]#[N:23])[cH:15][cH:16]1.[H-:1].[NH2:30][O:31][P:32](=[O:33])([c:34]1[cH:35][cH:36][cH:37][cH:38][cH:39]1)[c:40]1[cH:41][cH:42][cH:43][cH:44][cH:45]1.[Na+:2].[O:46]=[CH:47][N:48]([CH3:49])[CH3:50]>>[C:3]([CH3:4])([CH3:5])([CH3:6])[O:7][C:8](=[O:9])[NH:10][c:11]1[c:12]([F:29])[cH:13][c:14](-[c:17]2[c:18]([C:24](=[O:25])[O:26][CH2:27][CH3:28])[cH:19][n:20]([NH2:30])[c:21]2[C:22]#[N:23])[cH:15][cH:16]1. Starting materials: O=C([O-])O, CCO, Cl, [Fe], O=C(Nc1nc2cc(Oc3cccc([N+](=O)[O-])c3)ccn2n1)C1CC1, [Na+]. The product is Nc1cccc(Oc2ccn3nc(NC(=O)C4CC4)nc3c2)c1. As a reaction SMILES: [C:30](=[O:31])([O-:32])[OH:33].[CH3:27][CH2:28][OH:29].[ClH:26].[Fe:35].[N+:1]([O-:2])(=[O:3])[c:4]1[cH:5][c:6]([O:7][c:8]2[cH:9][c:10]3[n:11]([cH:12][cH:13]2)[n:14][c:15]([NH:17][C:18](=[O:19])[CH:20]2[CH2:21][CH2:22]2)[n:16]3)[cH:23][cH:24][cH:25]1.[Na+:34]>>[NH2:1][c:4]1[cH:5][c:6]([O:7][c:8]2[cH:9][c:10]3[n:11]([cH:12][cH:13]2)[n:14][c:15]([NH:17][C:18](=[O:19])[CH:20]2[CH2:21][CH2:22]2)[n:16]3)[cH:23][cH:24][cH:25]1. Starting materials: [Al+3], C1CCOC1, [H-], [H-], [H-], [H-], [Li+], NC(=O)c1[nH]c2ccccc2c1Nc1ccncc1. The product is NCc1[nH]c2ccccc2c1Nc1ccncc1. As a reaction SMILES: [Al+3:21].[CH2:26]1[O:27][CH2:28][CH2:29][CH2:30]1.[H-:20].[H-:23].[H-:24].[H-:25].[Li+:22].[n:1]1[cH:2][cH:3][c:4]([NH:7][c:8]2[c:9]([C:17](=[O:18])[NH2:19])[nH:10][c:11]3[cH:12][cH:13][cH:14][cH:15][c:16]23)[cH:5][cH:6]1>>[n:1]1[cH:2][cH:3][c:4]([NH:7][c:8]2[c:9]([CH2:17][NH2:19])[nH:10][c:11]3[cH:12][cH:13][cH:14][cH:15][c:16]23)[cH:5][cH:6]1. Reaction SMILES: [CH:20](=[O:21])[O:22][CH2:23][CH3:24].[NH2:1][c:2]1[c:3](-[c:14]2[cH:15][cH:16][cH:17][cH:18][cH:19]2)[n:4][c:5](-[c:7]2[cH:8][cH:9][c:10]([F:13])[cH:11][cH:12]2)[nH:6]1>>[NH:1]([c:2]1[c:3](-[c:14]2[cH:15][cH:16][cH:17][cH:18][cH:19]2)[n:4][c:5](-[c:7]2[cH:8][cH:9][c:10]([F:13])[cH:11][cH:12]2)[nH:6]1)[CH:20]=[O:21]. Starting materials: CCOC=O, Nc1[nH]c(-c2ccc(F)cc2)nc1-c1ccccc1. Product: O=CNc1[nH]c(-c2ccc(F)cc2)nc1-c1ccccc1. Procedure: To a solution of 2-((3,5-dichlorophenoxy)methyl)-4-(4-fluorophenyl)-5-(4-methylsulfonylphenyl)thiazole (Example 33) (0.508 g, 1.0 mmol) in THF (5 mL) at 0° C. under nitrogen was added 2.0M n-butyl magnesium chloride in THF (1.6 mL, 3.2 mmol) slowly, via syringe, and the mixture stirred at 0° C. for 30 minutes and then at room temperature (25° C.) for 2 hours. After cooling to 0° C., a 1.0M solution of triethyl borane in THF (5 mL, 5 mmol) was added and the mixture was warmed to room temperature ... Run in O (water), C(C)(=O)OCC (ethyl acetate), C1CCOC1 (THF), C1CCOC1 (THF), C1CCOC1 (THF). Conditions: temperature 0 celsius, time 30 minute. The yield is 28.9%. Yields the product FC1=CC=C(C=C1)C=1N=C(SC1C1=CC=C(C=C1)S(=O)(=O)N)COC1=CC(=CC(=C1)Cl)Cl (4-[4-(4-fluorophenyl)-2-((3,5-dichlorophenoxy)methyl)-5-thiazolyl]benzenesulfonamide). Reactants: solution, C(C)B(CC)CC (triethyl borane), ClC=1C=C(OCC=2SC(=C(N2)C2=CC=C(C=C2)F)C2=CC=C(C=C2)S(=O)(=O)C)C=C(C1)Cl (2-((3,5-dichlorophenoxy)methyl)-4-(4-fluorophenyl)-5-(4-methylsulfonylphenyl)thiazole), C(CCC)[Mg]Cl (n-butyl magnesium chloride), C(C)(=O)[O-].[Na+] (sodium acetate), NOS(=O)(=O)O (hydroxylamine-O-sulfonic acid). Reaction SMILES: [Cl:1][C:2]1[CH:3]=[C:4]([CH:29]=[C:30]([Cl:32])[CH:31]=1)[O:5][CH2:6][C:7]1[S:8][C:9]([C:19]2[CH:24]=[CH:23][C:22]([S:25](C)(=[O:27])=[O:26])=[CH:21][CH:20]=2)=[C:10]([C:12]2[CH:17]=[CH:16][C:15]([F:18])=[CH:14][CH:13]=2)[N:11]=1.C([Mg]Cl)CCC.C(B(CC)CC)C.C([O-])(=O)C.[Na+].[NH2:51]OS(O)(=O)=O>C1COCC1.C(OCC)(=O)C.O>[F:18][C:15]1[CH:16]=[CH:17][C:12]([C:10]2[N:11]=[C:7]([CH2:6][O:5][C:4]3[CH:3]=[C:2]([Cl:1])[CH:31]=[C:30]([Cl:32])[CH:29]=3)[S:8][C:9]=2[C:19]2[CH:24]=[CH:23][C:22]([S:25]([NH2:51])(=[O:27])=[O:26])=[CH:21][CH:20]=2)=[CH:13][CH:14]=1 |f:3.4|.